This data is from the Open Reaction Database (ORD), a public repository of structured organic reaction records. The task is: describe an organic reaction: reactants, conditions, products, and yield Starting materials: ( 3 ), C(C1=CC=CC=C1)N (benzylamine), steel, ClC1=NC(=C2N=CN(C2=N1)CC)N (2-chloro-9-ethyl-9H-purin-6-ylamine). The product is C(C1=CC=CC=C1)NC1=NC(=C2N=CN(C2=N1)CC)N (2-benzylamino-9-ethyl-9H-purin-6-ylamine). As a reaction SMILES: Cl[C:2]1[N:10]=[C:9]2[C:5]([N:6]=[CH:7][N:8]2[CH2:11][CH3:12])=[C:4]([NH2:13])[N:3]=1.[CH2:14]([NH2:21])[C:15]1[CH:20]=[CH:19][CH:18]=[CH:17][CH:16]=1>>[CH2:14]([NH:21][C:2]1[N:10]=[C:9]2[C:5]([N:6]=[CH:7][N:8]2[CH2:11][CH3:12])=[C:4]([NH2:13])[N:3]=1)[C:15]1[CH:20]=[CH:19][CH:18]=[CH:17][CH:16]=1. Procedure: A mixture of 2-chloro-9-ethyl-9H-purin-6-ylamine (0.2 g, 1.01 mmol), a compound of formula (3), and 3 mL of benzylamine was heated in a steel bomb at 130° C. for 24 hours. The amine was removed from the reaction mixture by evaporation under reduced pressure, and the residue was chromatographed on a silica gel column, eluting with chloroform/methanol (95:5), to give pure 2-benzylamino-9-ethyl-9H-purin-6-ylamine, a compound of formula (4).